Task: describe an organic reaction: reactants, conditions, products, and yield. Dataset: the Open Reaction Database (ORD), a public repository of structured organic reaction records The reactants are CC(C)[Si](C(C)C)(C(C)C)n1ccc2cc(Br)ccc21, [Li]C(C)(C)C, C1CCOC1, COC(=O)C1(Cc2ccccc2)CCCN1C(=O)OC(C)(C)C. The product is CC(C)[Si](C(C)C)(C(C)C)n1ccc2cc(C(=O)C3(Cc4ccccc4)CCCN3C(=O)OC(C)(C)C)ccc21. Reaction SMILES: [Br:1][c:2]1[cH:3][c:4]2[cH:5][cH:6][n:7]([Si:11]([CH:12]([CH3:13])[CH3:14])([CH:15]([CH3:16])[CH3:17])[CH:18]([CH3:19])[CH3:20])[c:8]2[cH:9][cH:10]1.[C:21]([Li:22])([CH3:23])([CH3:24])[CH3:25].[CH2:49]1[O:50][CH2:51][CH2:52][CH2:53]1.[CH3:26][O:27][C:28](=[O:29])[C:30]1([CH2:42][c:43]2[cH:44][cH:45][cH:46][cH:47][cH:48]2)[N:31]([C:35](=[O:36])[O:37][C:38]([CH3:39])([CH3:40])[CH3:41])[CH2:32][CH2:33][CH2:34]1>>[c:2]1([C:28](=[O:27])[C:30]2([CH2:42][c:43]3[cH:44][cH:45][cH:46][cH:47][cH:48]3)[N:31]([C:35](=[O:36])[O:37][C:38]([CH3:39])([CH3:40])[CH3:41])[CH2:32][CH2:33][CH2:34]2)[cH:3][c:4]2[cH:5][cH:6][n:7]([Si:11]([CH:12]([CH3:13])[CH3:14])([CH:15]([CH3:16])[CH3:17])[CH:18]([CH3:19])[CH3:20])[c:8]2[cH:9][cH:10]1. The reactants are ClC1=C(C=O)C=CC=C1 (o-chlorobenzaldehyde), C(C)(=O)OCC (ethyl acetate), CC(=O)C (acetone), [OH-].[Na+] (sodium hydroxide), O (water). Reaction conditions: time 30 minute. Product: ClC1=C(C=CC=C1)/C=C/C(C)=O ((E)-4-(2-chlorophenyl)-3-buten-2-one). Isolated yield 76.9%. RXN SMILES: [Cl:1][C:2]1[CH:9]=[CH:8][CH:7]=[CH:6][C:3]=1[CH:4]=O.[OH-].[Na+].O.C(OCC)(=O)C.[CH3:19][C:20]([CH3:22])=[O:21]>>[Cl:1][C:2]1[CH:9]=[CH:8][CH:7]=[CH:6][C:3]=1/[CH:4]=[CH:19]/[C:20](=[O:21])[CH3:22] |f:1.2|. Procedure: In a 250 ml single neck flask was charged 14 g (99.6 mmoles, 1.0 eq) of o-chlorobenzaldehyde dissolved in 30 ml of acetone. To this was added 5 g of a 10% aqueous sodium hydroxide solution (12.5 mmoles, 0.125 eq), dropwise and during the course of addition, temperature was kept no higher than 25° C., while the mixture was agitated continuously for 30 minutes. To the mixture was added 50 ml of water, followed by 100 ml of ethyl acetate, the phases were separated and the organic phase was washed w... Reactants: ClC1=CC=C(C=C1)CNC(=O)C=1C=NC2=C(C=C(C=C2C1O)I)F (N-[(4-Chlorophenyl)methyl]-8-fluoro-4-hydroxy-6-iodo-3-quinolinecarboxamide), C(CCCC#C)#N (5-hexynenitrile). The reagents and catalysts are [Cu]I (CuI), Cl[Pd]([P](C1=CC=CC=C1)(C2=CC=CC=C2)C3=CC=CC=C3)([P](C4=CC=CC=C4)(C5=CC=CC=C5)C6=CC=CC=C6)Cl (Pd(PPh3)2Cl2). The solvent is C(C)NCC (diethylamine). Run at time 8 hour. Yields the product eluent, ClC1=CC=C(CNC(=O)C=2C=NC3=C(C=C(C=C3C2O)C#CCCCC#N)F)C=C1 (N-(4-Chlorobenzyl)-6-(5-cyano-1-pentynyl)-8-fluoro-4-hydroxy-3-quinolinecarboxamide). Yield: 3.0%. RXN SMILES: [Cl:1][C:2]1[CH:7]=[CH:6][C:5]([CH2:8][NH:9][C:10]([C:12]2[CH:13]=[N:14][C:15]3[C:20]([C:21]=2[OH:22])=[CH:19][C:18](I)=[CH:17][C:16]=3[F:24])=[O:11])=[CH:4][CH:3]=1.[C:25](#[N:31])[CH2:26][CH2:27][CH2:28][C:29]#[CH:30]>C(NCC)C.[Cu]I.Cl[Pd](Cl)([P](C1C=CC=CC=1)(C1C=CC=CC=1)C1C=CC=CC=1)[P](C1C=CC=CC=1)(C1C=CC=CC=1)C1C=CC=CC=1>[Cl:1][C:2]1[CH:7]=[CH:6][C:5]([CH2:8][NH:9][C:10]([C:12]2[CH:13]=[N:14][C:15]3[C:20]([C:21]=2[OH:22])=[CH:19][C:18]([C:30]#[C:29][CH2:28][CH2:27][CH2:26][C:25]#[N:31])=[CH:17][C:16]=3[F:24])=[O:11])=[CH:4][CH:3]=1 |^1:41,60|. Procedure details: To a solution of the title compound of Example 5 (0.35 g), CuI (0.042 g), and Pd(PPh3)2Cl2 (0.012 g) in 10 mL diethylamine is added 5-hexynenitrile (0.085 mL). The reaction is stirred overnight. The reaction is then partitioned between ethyl acetate and water. The organic layer is washed twice with water, dried over MgSO4, filtered, and adsorbed onto silica. A Biotage Flash 40S (eluent 3% MeOH:CH2Cl2) affords the desired product. The product is recrystallized from CH2Cl2 --MeOH/hexanes. A second... Reactants: CCOC(C)=O, CCOC(=O)Cl, ClCCl, Cc1cc2c(cc1C(F)(F)F)NCCCC2N(Cc1cc(C(F)(F)F)cc(C(F)(F)F)c1)c1nnn(C)n1, c1ccncc1. Yields the product CCOC(=O)N1CCCC(N(Cc2cc(C(F)(F)F)cc(C(F)(F)F)c2)c2nnn(C)n2)c2cc(C)c(C(F)(F)F)cc21. RXN SMILES: [CH3:54][CH2:55][O:56][C:57](=[O:58])[CH3:59].[Cl:1][C:2](=[O:3])[O:4][CH2:5][CH3:6].[Cl:51][CH2:52][Cl:53].[F:7][C:8]([c:9]1[cH:10][c:11]([CH2:12][N:13]([CH:14]2[c:15]3[c:16]([cH:21][c:22]([C:26]([F:27])([F:28])[F:29])[c:23]([CH3:25])[cH:24]3)[NH:17][CH2:18][CH2:19][CH2:20]2)[c:30]2[n:31][n:32][n:33]([CH3:35])[n:34]2)[cH:36][c:37]([C:39]([F:40])([F:41])[F:42])[cH:38]1)([F:43])[F:44].[cH:45]1[cH:46][cH:47][n:48][cH:49][cH:50]1>>[C:2](=[O:3])([O:4][CH2:5][CH3:6])[N:17]1[c:16]2[c:15]([cH:24][c:23]([CH3:25])[c:22]([C:26]([F:27])([F:28])[F:29])[cH:21]2)[CH:14]([N:13]([CH2:12][c:11]2[cH:10][c:9]([C:8]([F:7])([F:43])[F:44])[cH:38][c:37]([C:39]([F:40])([F:41])[F:42])[cH:36]2)[c:30]2[n:31][n:32][n:33]([CH3:35])[n:34]2)[CH2:20][CH2:19][CH2:18]1. Starting materials: [C-]#N, [C-]#N, COc1cc(-c2noc(C)n2)c(I)cc1OCc1ccccc1, CC[N+](CC)(CC)CC, C1COCCO1. Product: COc1cc(-c2noc(C)n2)c(C#N)cc1OCc1ccccc1. As a reaction SMILES: [C-:24]#[N:25].[C-:26]#[N:27].[CH2:1]([c:2]1[cH:3][cH:4][cH:5][cH:6][cH:7]1)[O:8][c:9]1[cH:10][c:11]([I:23])[c:12](-[c:17]2[n:18][o:19][c:20]([CH3:22])[n:21]2)[cH:13][c:14]1[O:15][CH3:16].[CH2:28]([N+:29]([CH2:30][CH3:31])([CH2:32][CH3:33])[CH2:34][CH3:35])[CH3:36].[CH2:37]1[O:38][CH2:39][CH2:40][O:41][CH2:42]1>>[CH2:1]([c:2]1[cH:3][cH:4][cH:5][cH:6][cH:7]1)[O:8][c:9]1[cH:10][c:11]([C:24]#[N:25])[c:12](-[c:17]2[n:18][o:19][c:20]([CH3:22])[n:21]2)[cH:13][c:14]1[O:15][CH3:16]. Reactants: 2,5-dihydro-2,5-dialkoxy-2-(carboalkoxyalkyl)furans, furyl, ( IV ), [Br-].C(=O)(O)CCC[P+](C1=CC=CC=C1)(C1=CC=CC=C1)C1=CC=CC=C1 (3-carboxypropyltriphenylphosphonium bromide), [Br-].C(=O)(O)CC(C(CC[P+](C1=CC=CC=C1)(C1=CC=CC=C1)C1=CC=CC=C1)C)C (5-carboxy-3,4-dimethylamyltriphenylphosphonium bromide), C(C)OC1(OC(C=C1)OCC)CCCC=O (2,5-dihydro-2,5-diethoxy-2-(4'-oxobutyl)furan), C(C)OC1(OC(C=C1)OCC)CC=O (2,5-dihydro-2,5-diethoxy-2-(2'-oxoethyl)furan), ( II ), ( XVII ), ( XVIII ), aldehydes. Run in C(C)O (ethanol). The product is 2,5-dihydro-2,5-diethoxy-2-(7'-carboxy-4'-cis-heptenyl)furan, C(C)OC1(OC(C=C1)OCC)\C=C/CCC(C(CC(=O)O)C)C (2,5-dihydro-2,5-diethoxy-2-(7'-carboxy-5',6'-dimethyl-2-cis-heptenyl)furan). As a reaction SMILES: [Br-].C(CCC[P+](C1C=CC=CC=1)(C1C=CC=CC=1)C1C=CC=CC=1)(O)=O.[Br-].[C:28]([CH2:31][CH:32]([CH3:56])[CH:33]([CH3:55])[CH2:34][CH2:35][P+](C1C=CC=CC=1)(C1C=CC=CC=1)C1C=CC=CC=1)([OH:30])=[O:29].[CH2:57]([O:59][C:60]1([CH2:68][CH2:69]CC=O)[CH:64]=[CH:63][CH:62]([O:65][CH2:66][CH3:67])[O:61]1)[CH3:58].C(OC1(CC=O)C=CC(OCC)O1)C>C(O)C>[CH2:57]([O:59][C:60]1(/[CH:68]=[CH:69]\[CH2:35][CH2:34][CH:33]([CH3:55])[CH:32]([CH3:56])[CH2:31][C:28]([OH:30])=[O:29])[CH:64]=[CH:63][CH:62]([O:65][CH2:66][CH3:67])[O:61]1)[CH3:58] |f:0.1,2.3|. Procedure details: Adaption of the above-described procedures to the preparation of the other compounds of this invention essentially involves the lengthening or shortening of, or the introduction of one or two lower alkyl groups into, the side-chains in furans (I) or (XVII) or in phosphonium derivative (III). These adaptations can be accomplished by procedures well-known to the art. For example, isopropyl γ-(2-furyl)butyrate provides 2,5-dihydro-2,5-di-n-propoxy-2-(3'-carbo-isopropoxypropyl)furan in n-propanol wh... Starting materials: C(C1=CC=CC=C1)N1C(=NC2=C(C1=O)C1=C(S2)CCCC1C)C1=CC(=C(C(=C1)OC)OC)OC (3-Benzyl-5-methyl-2-(3,4,5-trimethoxyphenyl)-5,6,7,8-tetrahydro-3H-benzo[4,5]thieno[2,3-d]pyrimidin-4-one), C=1C=C[NH+]=CC1.[O-][Cr](=O)(=O)Cl (PCC), C=1C=C[NH+]=CC1.[O-][Cr](=O)(=O)Cl (PCC). The solvent is ClCCl (dichloromethane), ClCCl (dichloromethane). The product is C(C1=CC=CC=C1)N1C(=NC2=C(C1=O)C1=C(S2)C(CCC1C)=O)C1=CC(=C(C(=C1)OC)OC)OC (3-Benzyl-5-methyl-2-(3,4,5-trimethoxyphenyl)-6,7-dihydro-3H,5H-benzo[4,5]thieno[2,3-d]pyrimidin-4,8-dione). As a reaction SMILES: [CH2:1]([N:8]1[C:13](=[O:14])[C:12]2[C:15]3[CH:21]([CH3:22])[CH2:20][CH2:19][CH2:18][C:16]=3[S:17][C:11]=2[N:10]=[C:9]1[C:23]1[CH:28]=[C:27]([O:29][CH3:30])[C:26]([O:31][CH3:32])=[C:25]([O:33][CH3:34])[CH:24]=1)[C:2]1[CH:7]=[CH:6][CH:5]=[CH:4][CH:3]=1.C1C=C[NH+]=CC=1.[O-:41][Cr](Cl)(=O)=O>ClCCl>[CH2:1]([N:8]1[C:13](=[O:14])[C:12]2[C:15]3[CH:21]([CH3:22])[CH2:20][CH2:19][C:18](=[O:41])[C:16]=3[S:17][C:11]=2[N:10]=[C:9]1[C:23]1[CH:24]=[C:25]([O:33][CH3:34])[C:26]([O:31][CH3:32])=[C:27]([O:29][CH3:30])[CH:28]=1)[C:2]1[CH:3]=[CH:4][CH:5]=[CH:6][CH:7]=1 |f:1.2|. Procedure: 3-Benzyl-5-methyl-2-(3,4,5-trimethoxyphenyl)-5,6,7,8-tetrahydro-3H-benzo[4,5]thieno[2,3-d]pyrimidin-4-one (Compound No. 683) (17.7 mmol) dissolved in dry dichloromethane (30 ml) was added quickly to a mixture of PCC (19.2 g, 89.0 mmol, 500 mol-%) in dichloromethane (200 ml). During refluxing PCC was added several times until the reaction was completed. The reaction mixture was filtered through Celite with dichloromethane. The crude product was purified by flash chromatography.